From a dataset of the Open Reaction Database (ORD), a public repository of structured organic reaction records. describe an organic reaction: reactants, conditions, products, and yield Reactants: N#Cc1ccc(O)c(C=O)c1, Cc1ccccc1, O=CC=P(c1ccccc1)(c1ccccc1)c1ccccc1. Yields the product N#Cc1ccc(O)c(C=CC=O)c1. Reaction SMILES: [C:1](#[N:2])[c:3]1[cH:4][cH:5][c:6]([OH:11])[c:7]([CH:8]=[O:9])[cH:10]1.[CH3:34][c:35]1[cH:36][cH:37][cH:38][cH:39][cH:40]1.[c:12]1([P:13]([c:14]2[cH:15][cH:16][cH:17][cH:18][cH:19]2)([c:20]2[cH:21][cH:22][cH:23][cH:24][cH:25]2)=[CH:31][CH:32]=[O:33])[cH:26][cH:27][cH:28][cH:29][cH:30]1>>[C:1](#[N:2])[c:3]1[cH:4][cH:5][c:6]([OH:11])[c:7]([CH:8]=[CH:31][CH:32]=[O:33])[cH:10]1.